describe an organic reaction: reactants, conditions, products, and yield From a dataset of the Open Reaction Database (ORD), a public repository of structured organic reaction records. Starting materials: CCOC(=O)CBr, C1CCOC1, C[Mg+], [Cl-], O, S=C=S. Product: CCOC(=O)CSC(C)=S. RXN SMILES: [Br:7][CH2:8][C:9](=[O:10])[O:11][CH2:12][CH3:13].[CH2:15]1[O:16][CH2:17][CH2:18][CH2:19]1.[CH3:2][Mg+:3].[Cl-:1].[OH2:14].[S:4]=[C:5]=[S:6]>>[CH3:2][C:5](=[S:4])[S:6][CH2:8][C:9](=[O:10])[O:11][CH2:12][CH3:13].